Task: describe an organic reaction: reactants, conditions, products, and yield. Dataset: the Open Reaction Database (ORD), a public repository of structured organic reaction records Starting materials: OC1CN(CCC1(OC)OC)C(=O)OC(C)(C)C (tert-butyl 3-hydroxy-4,4-dimethoxypiperidine-1-carboxylate), CN(C)C=O (DMF), [H-].[Na+] (sodium hydride), C1(=CC=C(C=C1)S(=O)(=O)OCC(C)F)C (2-fluoropropyl p-toluenesulfonate). Yields the product FCCCOC1CN(CCC1(OC)OC)C(=O)OC(C)(C)C (tert-Butyl 3-(3-fluoropropoxy)-4,4-dimethoxypiperidine-1-carboxylate). RXN SMILES: [OH:1][CH:2]1[C:7]([O:10][CH3:11])([O:8][CH3:9])[CH2:6][CH2:5][N:4]([C:12]([O:14][C:15]([CH3:18])([CH3:17])[CH3:16])=[O:13])[CH2:3]1.[H-].[Na+].C1(C)C=CC(S(OC[CH:32]([F:34])[CH3:33])(=O)=O)=CC=1.[CH3:36]N(C=O)C>>[F:34][CH2:32][CH2:33][CH2:36][O:1][CH:2]1[C:7]([O:8][CH3:9])([O:10][CH3:11])[CH2:6][CH2:5][N:4]([C:12]([O:14][C:15]([CH3:18])([CH3:17])[CH3:16])=[O:13])[CH2:3]1 |f:1.2|. Procedure: The same operation as in Example (90a) was performed using tert-butyl 3-hydroxy-4,4-dimethoxypiperidine-1-carboxylate (6.4 g, 24.5 mmol), sodium hydride (55% content, 1.33 g, 30.6 mmol), 2-fluoropropyl p-toluenesulfonate (described in Costa, Brian de; Radesca, Lilian; Dominguez, Celia; Paolo, Lisa Di; Bowen, Wayne D.; J. Med. Chem.; 35; 12; 1992; 2221-2230, 7.1 g, 30.6 mmol) and DMF (50 mL). The residue was purified by column chromatography (elution solvent: hexane/ethyl acetate=10/1, 4/1, 2/1) ... Starting materials: CC=1SC2=C(N1)C=CC=C2 (methylbenzothiazole), C1(=C(C=CC=C1)N)N (ortho-phenylenediamine), [S] (sulfur). The solvent is N1=CC=CC=C1 (pyridine), [Cl-].[Na+].O (brine), N1=CC=CC=C1 (pyridine). The product is N1C(=NC2=C1C=CC=C2)C=2SC1=C(N2)C=CC=C1 (2-(1H-benzimidazol-2-yl)benzothiazole). Yield: 13.7%. RXN SMILES: [CH3:1][C:2]1[S:3][C:4]2[CH:10]=[CH:9][CH:8]=[CH:7][C:5]=2[N:6]=1.[C:11]1([NH2:18])[CH:16]=[CH:15][CH:14]=[CH:13][C:12]=1[NH2:17].[S]>N1C=CC=CC=1.[Cl-].[Na+].O>[NH:17]1[C:12]2[CH:13]=[CH:14][CH:15]=[CH:16][C:11]=2[N:18]=[C:1]1[C:2]1[S:3][C:4]2[CH:10]=[CH:9][CH:8]=[CH:7][C:5]=2[N:6]=1 |f:4.5.6,^3:18|. Procedure: The heterogeneous mixture consisting of methylbenzothiazole (59.6 g, 0.4 mol), ortho-phenylenediamine (43.2 g, 0.4 mol) and sulfur (38.4 g, 1.2 mol) in 300 ml of pyridine was heated at the reflux point of pyridine for 22 hours. The reaction mixture was cooled and poured into a solution of brine. After extraction with ethyl acetate, washing of the organic phase 3 times with water, drying over sodium sulfate and concentration of the solvent under vacuum, the solid obtained was washed with acetone.... Reactants: C(C1=CC=CC=C1)N(C(C(=O)O)C(C(F)(F)F)OC1=C(C=C(C=C1)F)[N+](=O)[O-])CC1=CC=CC=C1 (2-dibenzylamino-4,4,4-trifluoro-3-(4-fluoro-2-nitro-phenoxy)-butyric acid). Reagents/catalysts: [Ni] (Raney-Nickel). Run in CO (methanol). Product: NC1=C(OC(C(C(=O)O)N(CC2=CC=CC=C2)CC2=CC=CC=C2)C(F)(F)F)C=CC(=C1)F (3-(2-amino-4-fluoro-phenoxy)-2-dibenzylamino-4,4,4-trifluoro-butyric acid). Reaction SMILES: [CH2:1]([N:8]([CH2:29][C:30]1[CH:35]=[CH:34][CH:33]=[CH:32][CH:31]=1)[CH:9]([CH:13]([O:18][C:19]1[CH:24]=[CH:23][C:22]([F:25])=[CH:21][C:20]=1[N+:26]([O-])=O)[C:14]([F:17])([F:16])[F:15])[C:10]([OH:12])=[O:11])[C:2]1[CH:7]=[CH:6][CH:5]=[CH:4][CH:3]=1>CO.[Ni]>[NH2:26][C:20]1[CH:21]=[C:22]([F:25])[CH:23]=[CH:24][C:19]=1[O:18][CH:13]([C:14]([F:15])([F:16])[F:17])[CH:9]([N:8]([CH2:29][C:30]1[CH:35]=[CH:34][CH:33]=[CH:32][CH:31]=1)[CH2:1][C:2]1[CH:7]=[CH:6][CH:5]=[CH:4][CH:3]=1)[C:10]([OH:12])=[O:11]. Procedure: 5.00 g (10.2 mmol) (2S,3S and 2R,3R)-2-dibenzylamino-4,4,4-trifluoro-3-(4-fluoro-2-nitro-phenoxy)-butyric acid acid in 300 ml methanol were hydrogenated with 1.19 g Raney-Nickel. Filtration and removal of the solvent by distillation yielded 4.19 g (89%) racemic (2S,3S and 2R,3R)-3-(2-amino-4-fluoro-phenoxy)-2-dibenzylamino-4,4,4-trifluoro-butyric acid as light yellow oil, MS m/e (%): 461.2 (M−H+, 100). The reactants are O=S(=O)(Cl)c1cnc(Cl)c(Br)c1, O=C([O-])O, CCO, [Na+], [Na+], [Na+], O, O=S([O-])[O-]. Product: OSc1cnc(Cl)c(Br)c1. Reaction SMILES: [Br:1][c:2]1[cH:3][c:4]([S:9](=[O:10])([Cl:11])=[O:12])[cH:5][n:6][c:7]1[Cl:8].[C:19](=[O:20])([OH:21])[O-:22].[CH3:25][CH2:26][OH:27].[Na+:17].[Na+:18].[Na+:23].[OH2:24].[S:13]([O-:14])([O-:15])=[O:16]>>[Br:1][c:2]1[cH:3][c:4]([S:9][OH:10])[cH:5][n:6][c:7]1[Cl:8]. The reactants are COC1=CC=C(C=C1)CC(C)=O (4-methoxyphenylacetone), C(C=C)(=O)OC (methyl acrylate), C[O-].[Na+] (sodium methoxide). Run in C=1(C(=CC=CC1)C)C (xylene). Product: COC1=CC=C(C=C1)C1C(CC(CC1)=O)=O (4-(4-methoxyphenyl)cyclohexane-1,3-dione). As a reaction SMILES: [CH3:1][O:2][C:3]1[CH:8]=[CH:7][C:6]([CH2:9][C:10](=[O:12])[CH3:11])=[CH:5][CH:4]=1.[C:13](OC)(=[O:16])[CH:14]=[CH2:15].C[O-].[Na+]>C1(C)C(C)=CC=CC=1>[CH3:1][O:2][C:3]1[CH:8]=[CH:7][C:6]([CH:9]2[CH2:15][CH2:14][C:13](=[O:16])[CH2:11][C:10]2=[O:12])=[CH:5][CH:4]=1 |f:2.3|. Procedure details: A mixture of 4-methoxyphenylacetone (50 g) and methyl acrylate (26.2 g) was added dropwise to a stirred suspension of sodium methoxide (from 7.5 g sodium in 50 ml methanol) in dry xylene (160 ml) at ambient temperature. The resulting solution was then refluxed for 3 hours. The xylene was evaporated in vacuo and the residue partitioned between water and diethyl ether. The aqueous phase was further extracted with diethyl ether. The aqueous layer was finally acidified with concentrated hydrochloric... RXN SMILES: [CH3:16][O:17][c:18]1[cH:19][c:20]([OH:25])[cH:21][c:22]([CH3:24])[cH:23]1.[F:1][C:2]([F:3])([F:4])[S:5](=[O:6])(=[O:7])[O:8][S:9]([C:10]([F:11])([F:12])[F:13])(=[O:14])=[O:15].[OH2:26].[cH:27]1[cH:28][cH:29][n:30][cH:31][cH:32]1>>[F:1][C:2]([F:3])([F:4])[S:5](=[O:6])(=[O:7])[O:8][c:20]1[cH:19][c:18]([O:17][CH3:16])[cH:23][c:22]([CH3:24])[cH:21]1. Yields the product COc1cc(C)cc(OS(=O)(=O)C(F)(F)F)c1. The reactants are COc1cc(C)cc(O)c1, O=S(=O)(OS(=O)(=O)C(F)(F)F)C(F)(F)F, O, c1ccncc1. Reactants: ClC=1N=C(C=2N=CN([C@H]3[C@H](O)[C@H](O)[C@@H](CO)O3)C2N1)N[C@@H](CSC=1SC2=C(N1)C=CC=C2)C (2-chloro-N-[(R)-1-(2-benzothiazolyl)thio-2-propyl]adenosine), C[O-].[Na+] (sodium methoxide), BrC1=NC(=C2N=CN(C2=N1)[C@H]1[C@H](OC(C)=O)[C@H](OC(C)=O)[C@H](O1)COC(C)=O)Cl (2-bromo-9-(2,3,5-tri-O-acetyl-β-D-ribofuranosyl)-6-chloro-9H-purine), C(C)(=O)O[C@H]1[C@@H](O[C@@H]([C@H]1OC(C)=O)COC(C)=O)N1C=NC=2C(N[C@@H](CSC=3SC4=C(N3)C=CC=C4)C)=NC(=NC12)Br (2',3',5'-tri-O-acetyl-2-bromo-N-[(R)-1-(2-benzothiazolyl)thio-2-propyl]adenosine). Run in CO (methanol). Yields the product S1C(=NC2=C1C=CC=C2)SC[C@@H](C)NC=2C=1N=CN([C@H]3[C@H](O)[C@H](O)[C@@H](CO)O3)C1N=C(N2)Br (N-[(R)-1-(2-benzothiazolyl)thio-2-propyl]-2-bromoadenosine). The yield is 14.0%. As a reaction SMILES: ClC1N=C(N[C@H](C)CSC2SC3C=CC=CC=3N=2)C2N=CN(C=2N=1)[C@@H]1O[C@H](CO)[C@@H](O)[C@H]1O.BrC1N=C2C(N=CN2[C@@H]2O[C@H](COC(=O)C)[C@@H](OC(=O)C)[C@H]2OC(=O)C)=C(Cl)N=1.C([O:66][C@@H:67]1[C@H:71]([O:72]C(=O)C)[C@@H:70]([CH2:76][O:77]C(=O)C)[O:69][C@H:68]1[N:81]1[C:103]2[N:102]=[C:101]([Br:104])[N:100]=[C:85]([NH:86][C@H:87]([CH3:99])[CH2:88][S:89][C:90]3[S:91][C:92]4[CH:98]=[CH:97][CH:96]=[CH:95][C:93]=4[N:94]=3)[C:84]=2[N:83]=[CH:82]1)(=O)C.C[O-].[Na+]>CO>[S:91]1[C:92]2[CH:98]=[CH:97][CH:96]=[CH:95][C:93]=2[N:94]=[C:90]1[S:89][CH2:88][C@H:87]([NH:86][C:85]1[C:84]2[N:83]=[CH:82][N:81]([C:103]=2[N:102]=[C:101]([Br:104])[N:100]=1)[C@@H:68]1[O:69][C@H:70]([CH2:76][OH:77])[C@@H:71]([OH:72])[C@H:67]1[OH:66])[CH3:99] |f:3.4|. Reported procedure: The title compound was prepared according to general method A as described above in Example 1 by reacting 2-[(R)-2-amino-1-propylthio]benzothiazole hydrochloride (prepared as indicated in Example 5) (1.07 g, 3.6 mmol) with 2-bromo-9-(2,3,5-tri-O-acetyl-β-D-ribofuranosyl)-6-chloro-9H-purine (see WO 93/08206; Bioorganic and Medicinal Chemistry Letters, 1993, 3, 2661-2666) (1.48 g, 3.0 mmol) followed by deacylation of the purified 2',3',5'-tri-O-acetyl-2-bromo-N-[(R)-1-(2-benzothiazolyl)thio-2-prop...